From a dataset of the Open Reaction Database (ORD), a public repository of structured organic reaction records. describe an organic reaction: reactants, conditions, products, and yield The product is C(C=C)(=O)OCCCC (n-butyl acrylate). The reagents and catalysts are [Br-].C(CCC)[N+](CCCC)(CCCC)CCCC (tetrabutylammonium bromide). As a reaction SMILES: [C:1]([O:6][CH2:7][CH:8]1O[CH2:9]1)(=[O:5])[C:2]([CH3:4])=C.[CH3:11]OC1C=CC(O)=CC=1>[Br-].C([N+](CCCC)(CCCC)CCCC)CCC>[C:1]([O:6][CH2:7][CH2:8][CH2:9][CH3:11])(=[O:5])[CH:2]=[CH2:4] |f:2.3|. The reactants are C(C(=C)C)(=O)OCC1CO1 (glycidyl methacrylate), COC1=CC=C(C=C1)O (p-methoxyphenol), C(C(=C)C)(=O)OCC1CO1 (glycidyl methacrylate). Procedure: After the completion of the reaction, the solution was cooled to room temperature. To the solution, 3 g of glycidyl methacrylate, 0.1 g of p-methoxyphenol and 0.3 g of tetrabutylammonium bromide were added. The mixture was stirred until these added compounds dissolved completely. The solution thus obtained was heated to 80° C., and an addition reaction was allowed to take place for 16 hours between the carboxyl group in the copolymer and the epoxy group in the glycidyl methacrylate. Thereafter, ... Reactants: O (H2O), Cl(=O)[O-].[Na+] (Sodium chlorite), FC(CCCC(=O)[C@@H]1[C@]2(C)[C@@H](CC1)[C@@H]1CC=C3C=C(CC[C@]3(C)[C@H]1CC2)C=O)(F)F (17β-(5,5,5-trifluoro-1-oxopentyl)-androsta-3,5-diene-3-carboxaldehyde), P(=O)([O-])([O-])[O-].[Na+].[Na+].[Na+] (sodium phosphate), monohydrate. The solvent is C(C)(=O)O (acetic acid), CC(C)=CC (2-methyl-2-butene), C1CCOC1 (THF), C(C)(C)(C)O (t-butanol). Product: FC(CCCC(=O)[C@@H]1[C@]2(C)[C@@H](CC1)[C@@H]1CC=C3C=C(CC[C@]3(C)[C@H]1CC2)C(=O)O)(F)F (17β-(5,5,5-trifluoro-1-oxopentyl)-androsta-3,5-diene-3-carboxylic acid). Reaction SMILES: Cl([O-])=O.[Na+].[F:5][C:6]([F:34])([F:33])[CH2:7][CH2:8][CH2:9][C:10]([C@H:12]1[CH2:17][CH2:16][C@H:15]2[C@H:18]3[C@H:28]([CH2:29][CH2:30][C@:13]12[CH3:14])[C@:26]1([CH3:27])[C:21]([CH:22]=[C:23]([CH:31]=[O:32])[CH2:24][CH2:25]1)=[CH:20][CH2:19]3)=[O:11].P([O-])([O-])([O-])=[O:36].[Na+].[Na+].[Na+].O>CC(=CC)C.C1COCC1.C(O)(=O)C.C(O)(C)(C)C>[F:5][C:6]([F:33])([F:34])[CH2:7][CH2:8][CH2:9][C:10]([C@H:12]1[CH2:17][CH2:16][C@H:15]2[C@H:18]3[C@H:28]([CH2:29][CH2:30][C@:13]12[CH3:14])[C@:26]1([CH3:27])[C:21]([CH:22]=[C:23]([C:31]([OH:36])=[O:32])[CH2:24][CH2:25]1)=[CH:20][CH2:19]3)=[O:11] |f:0.1,3.4.5.6|. Procedure details: Sodium chlorite (53 mg, 0.6 mmol) was added to a mixture of 17β-(5,5,5-trifluoro-1-oxopentyl)-androsta-3,5-diene-3-carboxaldehyde (50 mg, 0.12 mmol), sodium phosphate, monobasic monohydrate (140 mg, 1.18 mmol) in 2-methyl-2-butene in THF (2.0M, 3.0 ml), H2O (0.5 mL), and t-butanol (0.5 ml) at RT. After 6 h acetic acid (3.0 mL) was added, then the aqueous layer was extracted with EtOAc (10 mL), the combined organic extracts were dried (MgSO4), filtered, concentrated, and flash chromatographed (si... The reactants are O (water), C(C)(C)C(C#N)(CCCCl)C1=CC(=CC(=C1)OC)OC (α-isopropyl-α-(3-chloropropyl)-3,5-dimethoxyphenylacetonitrile), CNCCC1=CC=CC=C1 (N-methylphenethylamine), CN(C)P(=O)(N(C)C)N(C)C (hexamethylphosphorotriamide), C([O-])([O-])=O.[K+].[K+] (potassium carbonate). Conditions: temperature 80 celsius. The product is C(CC1=CC=CC=C1)CNCCCC(C#N)(C(C)C)C1=CC(=CC(=C1)OC)OC (5-[(Phenethyl)methylamino]-2-(3,5-dimethoxyphenyl)-2-isopropylvaleronitrile). The yield is 81.0%. Reaction SMILES: [CH:1]([C:4]([C:11]1[CH:16]=[C:15]([O:17][CH3:18])[CH:14]=[C:13]([O:19][CH3:20])[CH:12]=1)([CH2:7][CH2:8][CH2:9]Cl)[C:5]#[N:6])([CH3:3])[CH3:2].CN[CH2:23][CH2:24][C:25]1[CH:30]=[CH:29][CH:28]=[CH:27][CH:26]=1.C(=O)([O-])[O-].[K+].[K+].O.[CH3:38][N:39](P(N(C)C)(N(C)C)=O)C>>[CH2:23]([CH2:38][NH:39][CH2:9][CH2:8][CH2:7][C:4]([C:11]1[CH:16]=[C:15]([O:17][CH3:18])[CH:14]=[C:13]([O:19][CH3:20])[CH:12]=1)([CH:1]([CH3:3])[CH3:2])[C:5]#[N:6])[CH2:24][C:25]1[CH:26]=[CH:27][CH:28]=[CH:29][CH:30]=1 |f:2.3.4|. Procedure details: 29.5 g (0.1 mole) of α-isopropyl-α-(3-chloropropyl)-3,5-dimethoxyphenylacetonitrile and 13.5 g (0.1 mole) of N-methylphenethylamine were dissolved in 45 ml of hexamethylphosphorotriamide, and 30 g of powdered anhydrous potassium carbonate were added. The reaction mixture was heated at 80° C. for 4 hours and then cooled, after which 500 ml of water were added and the mixture was extracted twice with ether. The ether phase was washed several times with water and dried over potassium carbonate, and... Reactants: CC(=O)OCC1=C(N2[C@@H]([C@@H](C2=O)N)SC1)C(=O)O (7-amino-cephalosporanic acid), said product, B(F)(F)F (boron trifluoride), said product, [OH-].[NH4+] (ammonium hydroxide), B(F)(F)F (boron trifluoride), C(C1=CC=CC=C1)O (benzyl alcohol). The solvent is C(C)N(CC)CC (triethylamine), C(C)N(CC)CC (triethylamine), C(C)(=O)O (acetic acid), Cl (hydrochloric acid), Cl (hydrochloric acid). Product: C(C1=CC=CC=C1)OC=1CS[C@H]2N(C1C(=O)O)C(C2N)=O (3-benzyloxy-7-amino-ceph-3-eme-4-carboxylic acid). RXN SMILES: CC(OC[C:6]1[CH2:15][S:14][C@@H:9]2[C@H:10]([NH2:13])[C:11](=[O:12])[N:8]2[C:7]=1[C:16]([OH:18])=[O:17])=O.B(F)(F)F.[CH2:23]([OH:30])[C:24]1[CH:29]=[CH:28][CH:27]=[CH:26][CH:25]=1.[OH-].[NH4+]>Cl.C(N(CC)CC)C.C(O)(=O)C>[CH2:23]([O:30][C:6]1[CH2:15][S:14][C@@H:9]2[CH:10]([NH2:13])[C:11](=[O:12])[N:8]2[C:7]=1[C:16]([OH:18])=[O:17])[C:24]1[CH:29]=[CH:28][CH:27]=[CH:26][CH:25]=1 |f:3.4|. Procedure details: Using the procedure of Step A of Example 8, 27.2 g of 7-amino-cephalosporanic acid, 128 ml of the etherate of boron trifluoride, 126 ml of benzyl alcohol and 90 ml of triethylamine were reacted to obtain 27.1 g of raw product. 25 g of the said product and 250 ml of acetic acid were added to 25 ml of the etherate of boron trifluoride followed by the addition of 25 ml of triethylamine which caused precipitation. The mixture was vacuum filtered and the product was rinsed with acetic acid, acetone a... Starting materials: C, CCOc1ccc(Oc2ccc(OCc3ccccc3)c(C(C)C)c2)cc1, CCOC(C)=O, [H][H], [Pd]. The product is CCOc1ccc(Oc2ccc(O)c(C(C)C)c2)cc1. As a reaction SMILES: [C:30].[CH2:1]([c:2]1[cH:3][cH:4][cH:5][cH:6][cH:7]1)[O:8][c:9]1[c:10]([CH:25]([CH3:26])[CH3:27])[cH:11][c:12]([O:15][c:16]2[cH:17][cH:18][c:19]([O:22][CH2:23][CH3:24])[cH:20][cH:21]2)[cH:13][cH:14]1.[CH3:32][CH2:33][O:34][C:35](=[O:36])[CH3:37].[H:28][H:29].[Pd:31]>>[OH:8][c:9]1[c:10]([CH:25]([CH3:26])[CH3:27])[cH:11][c:12]([O:15][c:16]2[cH:17][cH:18][c:19]([O:22][CH2:23][CH3:24])[cH:20][cH:21]2)[cH:13][cH:14]1. Starting materials: O[C@H](CCNC(OC(C)(C)C)=O)C1=CC(=CC=C1)OC[C@H]1N(CCC1)C (tert-butyl ((R)-3-hydroxy-3-(3-(((S)-1-methylpyrrolidin-2-yl)methoxy)phenyl)propyl)carbamate), Cl.O1CCOCC1 (HCl dioxane). Solvent: C(Cl)Cl (DCM). Reaction conditions: time 2 hour. Yields the product NCC[C@@H](O)C1=CC(=CC=C1)OC[C@H]1N(CCC1)C ((R)-3-Amino-1-(3-(((S)-1-methylpyrrolidin-2-yl)methoxy)phenyl)propan-1-ol). RXN SMILES: [OH:1][C@@H:2]([C:13]1[CH:18]=[CH:17][CH:16]=[C:15]([O:19][CH2:20][C@@H:21]2[CH2:25][CH2:24][CH2:23][N:22]2[CH3:26])[CH:14]=1)[CH2:3][CH2:4][NH:5]C(=O)OC(C)(C)C.Cl.O1CCOCC1>C(Cl)Cl>[NH2:5][CH2:4][CH2:3][C@H:2]([C:13]1[CH:18]=[CH:17][CH:16]=[C:15]([O:19][CH2:20][C@@H:21]2[CH2:25][CH2:24][CH2:23][N:22]2[CH3:26])[CH:14]=1)[OH:1] |f:1.2|. Procedure details: To a solution of tert-butyl ((R)-3-hydroxy-3-(3-(((S)-1-methylpyrrolidin-2-yl)methoxy)phenyl)propyl)carbamate (0.32 g, 0.87 mmol) in DCM (10 mL) was added HCl/dioxane (4 mL) at 0° C. and the reaction mixture was stirred at rt for 2 h. After completion of the reaction the solvent was removed in vacuo. The compound was purified by prep HPLC to obtain (R)-3-Amino-1-(3-(((S)-1-methylpyrrolidin-2-yl)methoxy)phenyl)propan-1-ol (Example 21) as a yellow semi solid. Yield (0.18 g, 68%); 1H NMR (400 MHz, ... Reactants: OC1CCN(CC1)C(=O)OC(C)(C)C (tert-butyl 4-hydroxypiperidine-1-carboxylate), [H-].[Na+] (NaH), BrCC1=CC=C(C=C1)OC(F)(F)F (1-(bromomethyl)-4-(trifluoromethoxy)benzene). The solvent is O (water), CN(C)C=O (DMF), CN(C)C=O (DMF). Reaction conditions: time 1 hour. The product is FC(OC1=CC=C(COC2CCN(CC2)C(=O)OC(C)(C)C)C=C1)(F)F (tert-butyl 4-(4-(trifluoromethoxy)benzyloxy)-piperidine-1-carboxylate). Yield: 74.5%. Reaction SMILES: [OH:1][CH:2]1[CH2:7][CH2:6][N:5]([C:8]([O:10][C:11]([CH3:14])([CH3:13])[CH3:12])=[O:9])[CH2:4][CH2:3]1.[H-].[Na+].Br[CH2:18][C:19]1[CH:24]=[CH:23][C:22]([O:25][C:26]([F:29])([F:28])[F:27])=[CH:21][CH:20]=1>CN(C=O)C.O>[F:27][C:26]([F:28])([F:29])[O:25][C:22]1[CH:23]=[CH:24][C:19]([CH2:18][O:1][CH:2]2[CH2:3][CH2:4][N:5]([C:8]([O:10][C:11]([CH3:14])([CH3:13])[CH3:12])=[O:9])[CH2:6][CH2:7]2)=[CH:20][CH:21]=1 |f:1.2|. Procedure details: To a dried flask charged with tert-butyl 4-hydroxypiperidine-1-carboxylate (3.60 g, 17887 μmol) was added dry DMF (40 mL) and the resulting solution cooled in an ice water bath prior to the addition of NaH (60% in mineral oil) (748 mg, 18781 μmol) in two portions 5 min apart. The reaction mixture was stirred for 1 hr and allowed to warm to RT over that time. The resulting suspension was cooled in an ice water bath prior to the addition of a solution of 1-(bromomethyl)-4-(trifluoromethoxy)benzene... Reactants: C(C)(C)(C)C1=CC=C(C=C1)C=1NC(=C(N1)C(=O)OCC)C1=CC=C(C=C1)[N+](=O)[O-] (Ethyl 2-(4-tert-butylphenyl)-5-(4-nitrophenyl)imidazole-4-carboxylate), [OH-].[Na+] (sodium hydroxide). Solvent: C(C)O (ethyl alcohol). Yields the product C(C)(C)(C)C1=CC=C(C=C1)C=1NC(=C(N1)C(=O)O)C1=CC=C(C=C1)[N+](=O)[O-] (2-(4-tert-butylphenyl)-5-(4-nitrophenyl)imidazole-4-carboxylic acid). Yield: 88.1%. As a reaction SMILES: [C:1]([C:5]1[CH:10]=[CH:9][C:8]([C:11]2[NH:12][C:13]([C:21]3[CH:26]=[CH:25][C:24]([N+:27]([O-:29])=[O:28])=[CH:23][CH:22]=3)=[C:14]([C:16]([O:18]CC)=[O:17])[N:15]=2)=[CH:7][CH:6]=1)([CH3:4])([CH3:3])[CH3:2].[OH-].[Na+]>C(O)C>[C:1]([C:5]1[CH:6]=[CH:7][C:8]([C:11]2[NH:12][C:13]([C:21]3[CH:26]=[CH:25][C:24]([N+:27]([O-:29])=[O:28])=[CH:23][CH:22]=3)=[C:14]([C:16]([OH:18])=[O:17])[N:15]=2)=[CH:9][CH:10]=1)([CH3:4])([CH3:2])[CH3:3] |f:1.2|. Procedure details: Ethyl 2-(4-tert-butylphenyl)-5-(4-nitrophenyl)imidazole-4-carboxylate (22.5 g), ethyl alcohol (1.2 L) and 1 M aqueous sodium hydroxide solution (225 ml) were reacted and treated in the same manner as in Starting Material Synthetic Example 2 to give 2-(4-tert-butylphenyl)-5-(4-nitrophenyl)imidazole-4-carboxylic acid (18.4 g), melting point 223° C. (decomposition). As a reaction SMILES: [CH3:21][c:22]1[c:23](-[c:28]2[n:29][n:30][n:31][nH:32]2)[cH:24][cH:25][cH:26][cH:27]1.[Cl:33][CH2:34][Cl:35].[c:1]1([C:7]([c:8]2[cH:9][cH:10][cH:11][cH:12][cH:13]2)([c:14]2[cH:15][cH:16][cH:17][cH:18][cH:19]2)[Cl:20])[cH:2][cH:3][cH:4][cH:5][cH:6]1>>[c:1]1([C:7]([c:8]2[cH:9][cH:10][cH:11][cH:12][cH:13]2)([c:14]2[cH:15][cH:16][cH:17][cH:18][cH:19]2)[n:32]2[c:28](-[c:23]3[c:22]([CH3:21])[cH:27][cH:26][cH:25][cH:24]3)[n:29][n:30][n:31]2)[cH:2][cH:3][cH:4][cH:5][cH:6]1. The reactants are Cc1ccccc1-c1nnn[nH]1, ClCCl, ClC(c1ccccc1)(c1ccccc1)c1ccccc1. Product: Cc1ccccc1-c1nnnn1C(c1ccccc1)(c1ccccc1)c1ccccc1. Reaction SMILES: C1(NC2CCCCC2)CCCCC1.C1(NC2CCCCC2)CCCCC1.[Br:27][C:28]1[CH:47]=[C:46]2[C:31]([NH:32][CH:33]=[C:34]2[CH2:35][CH:36]([C:43]([OH:45])=[O:44])[NH:37][C:38](=[O:42])[CH2:39][CH2:40][SH:41])=[CH:30][CH:29]=1>C(#N)C>[Br:27][C:28]1[CH:47]=[C:46]2[C:31]([NH:32][CH:33]=[C:34]2[CH2:35][CH:36]([C:43]([OH:45])=[O:44])[NH:37][C:38](=[O:42])[CH2:39][CH2:40][SH:41])=[CH:30][CH:29]=1 |f:1.2|. Reactants: C1(CCCCC1)NC1CCCCC1 (dicyclohexylamine), C1(CCCCC1)NC1CCCCC1.BrC1=CC=C2NC=C(CC(NC(CCS)=O)C(=O)O)C2=C1 (5-bromo-N-(3-mercapto-1-oxopropyl)-DL-tryptophan dicyclohexylamine salt). Product: BrC1=CC=C2NC=C(CC(NC(CCS)=O)C(=O)O)C2=C1 (5-Bromo-N-(3-mercapto-1-oxopropyl)-DL-tryptophan). Run in C(C)#N (acetonitrile). Procedure details: The 130 mg. of material that remains in the flask is dissolved in acetonitrile and treated with 1 equivalent of dicyclohexylamine. After standing several hours, the precipitate is filtered off and dried at 40° 1 mm to yield 200 mg. of 5-bromo-N-(3-mercapto-1-oxopropyl)-DL-tryptophan dicyclohexylamine salt; m.p. 198°-201°.